From a dataset of the Open Reaction Database (ORD), a public repository of structured organic reaction records. describe an organic reaction: reactants, conditions, products, and yield Reactants: NCc1ccccc1OCc1ccccc1, Cc1ccccc1, O=C(Cl)Cl, Cl. Yields the product O=C=NCc1ccccc1OCc1ccccc1. Reaction SMILES: [CH2:2]([c:3]1[cH:4][cH:5][cH:6][cH:7][cH:8]1)[O:9][c:10]1[c:11]([CH2:12][NH2:13])[cH:14][cH:15][cH:16][cH:17]1.[CH3:22][c:23]1[cH:24][cH:25][cH:26][cH:27][cH:28]1.[Cl:18][C:19]([Cl:20])=[O:21].[ClH:1]>>[CH2:2]([c:3]1[cH:4][cH:5][cH:6][cH:7][cH:8]1)[O:9][c:10]1[c:11]([CH2:12][N:13]=[C:19]=[O:21])[cH:14][cH:15][cH:16][cH:17]1. Reactants: Cl.C1NCCC=2N(C=3C=CC=CC3C21)CC(=O)OCC (Ethyl (1,2,3,4-tetrahydro-pyrido[4,3-b]indol-5-yl)-acetate hydrochloride), C1(=CC=CC=C1)NN (phenylhydrazine). The product is Cl.CC=1C=CC=2C3=C(N(C2C1)CC(=O)OCC)CCNC3 (Ethyl (7-methyl-1,2,3,4-tetrahydro-pyrido[4,3-b]indol-5-yl)-acetate hydrochloride). RXN SMILES: [ClH:1].[CH2:2]1[C:14]2[C:13]3[CH:12]=[CH:11][CH:10]=[CH:9][C:8]=3[N:7]([CH2:15][C:16]([O:18][CH2:19][CH3:20])=[O:17])[C:6]=2[CH2:5][CH2:4][NH:3]1.[C:21]1(NN)C=CC=CC=1>>[ClH:1].[CH3:21][C:10]1[CH:11]=[CH:12][C:13]2[C:14]3[CH2:2][NH:3][CH2:4][CH2:5][C:6]=3[N:7]([CH2:15][C:16]([O:18][CH2:19][CH3:20])=[O:17])[C:8]=2[CH:9]=1 |f:0.1,3.4|. Reported procedure: The title compound is prepared using a procedure analogous to Intermediate 1, substituting 3-methylphenylhydrazine for phenylhydrazine in Step 1a). The reactants are CCn1c(Cn2ccnc2-c2cc(F)ccc2F)nc2cc(NC(C)=O)ccc21, CO, Cl. The product is CCn1c(Cn2ccnc2-c2cc(F)ccc2F)nc2cc(N)ccc21. As a reaction SMILES: [CH2:1]([CH3:2])[n:3]1[c:4]([CH2:16][n:17]2[c:18](-[c:22]3[c:23]([F:29])[cH:24][cH:25][c:26]([F:28])[cH:27]3)[n:19][cH:20][cH:21]2)[n:5][c:6]2[c:7]1[cH:8][cH:9][c:10]([NH:12][C:13](=[O:14])[CH3:15])[cH:11]2.[CH3:31][OH:32].[ClH:30]>>[CH2:1]([CH3:2])[n:3]1[c:4]([CH2:16][n:17]2[c:18](-[c:22]3[c:23]([F:29])[cH:24][cH:25][c:26]([F:28])[cH:27]3)[n:19][cH:20][cH:21]2)[n:5][c:6]2[c:7]1[cH:8][cH:9][c:10]([NH2:12])[cH:11]2. Starting materials: O=C([O-])[O-], Cn1nc(-c2ccncc2)c(-c2ccc(O)cc2)n1, CN(C)C=O, ClCc1ccc2ccccc2n1, Cl, [Cs+], [Cs+]. Product: Cn1nc(-c2ccncc2)c(-c2ccc(OCc3ccc4ccccc4n3)cc2)n1. Reaction SMILES: [C:33](=[O:34])([O-:35])[O-:36].[CH3:1][n:2]1[n:3][c:4](-[c:14]2[cH:15][cH:16][n:17][cH:18][cH:19]2)[c:5](-[c:7]2[cH:8][cH:9][c:10]([OH:13])[cH:11][cH:12]2)[n:6]1.[CH3:39][N:40]([CH3:41])[CH:42]=[O:43].[Cl:21][CH2:22][c:23]1[n:24][c:25]2[cH:26][cH:27][cH:28][cH:29][c:30]2[cH:31][cH:32]1.[ClH:20].[Cs+:37].[Cs+:38]>>[CH3:1][n:2]1[n:3][c:4](-[c:14]2[cH:15][cH:16][n:17][cH:18][cH:19]2)[c:5](-[c:7]2[cH:8][cH:9][c:10]([O:13][CH2:22][c:23]3[n:24][c:25]4[cH:26][cH:27][cH:28][cH:29][c:30]4[cH:31][cH:32]3)[cH:11][cH:12]2)[n:6]1.